This data is from the Open Reaction Database (ORD), a public repository of structured organic reaction records. The task is: describe an organic reaction: reactants, conditions, products, and yield Starting materials: CI (methyl iodide), COC(CC1=CC(=C(C=C1)Cl)OC)=O (methyl(4-chloro-3-methoxyphenyl)acetate), [Li]CCCC (nBuLi), C(C)(C)NC(C)C (diisopropylamine). The solvent is C1CCOC1 (THF). Run at time 1 hour. Yields the product ClC1=C(C=C(C=C1)C(C(=O)OC)C)OC (methyl 2-(4-chloro-3-methoxyphenyl)propanoate). As a reaction SMILES: [CH3:1][O:2][C:3](=[O:14])[CH2:4][C:5]1[CH:10]=[CH:9][C:8]([Cl:11])=[C:7]([O:12][CH3:13])[CH:6]=1.[Li][CH2:16]CCC.C(NC(C)C)(C)C.CI>C1COCC1>[Cl:11][C:8]1[CH:9]=[CH:10][C:5]([CH:4]([CH3:16])[C:3]([O:2][CH3:1])=[O:14])=[CH:6][C:7]=1[O:12][CH3:13]. Procedure: The product of step (i) (0.5 g) was added to a solution of nBuLi (1.75 ml, 1.6 M in THF) and diisopropylamine (0.4 ml) in THF (10 ml) at −78° C. and stirred for 1 h, then methyl iodide (0.18 ml) was added, stirred for 1 h at −78° C. then at room temperature for 1 h and quenched with water. The product was extracted with ether, dried (MgSO4) and evaporated under reduced pressure. The residue was purified by flash column chromatography (eluent 1:1 isohexane/ether) to give the subtitle compound (0.... Reactants: CC(C#C)(C)C=1C=C(C(=O)O)C=CC1 (3-(1,1-dimethylprop-2-yn-1-yl)benzoic acid), C(C(=O)Cl)(=O)Cl (oxalyl chloride), CN(C=O)C (N,N-dimethylformamide), NC=1C(=CC(=C(OC2=C(C3=C(N=C(S3)NC(=O)C3CC3)C=C2)C#N)C1)Cl)F (N-[6-(5-Amino-2-chloro-4-fluorophenoxy)-7-cyano-1,3-benzothiazol-2-yl]cyclopropanecarboxamide). The solvent is O1CCCC1 (tetrahydrofuran), C(C)(=O)OCC (ethyl acetate). Conditions: time 1 hour. Product: ClC1=CC(=C(C=C1OC1=C(C2=C(N=C(S2)NC(=O)C2CC2)C=C1)C#N)NC(C1=CC(=CC=C1)C(C#C)(C)C)=O)F (N-[4-chloro-5-({7-cyano-2-[(cyclopropylcarbonyl)amino]-1,3-benzothiazol-6-yl}oxy)-2-fluorophenyl]-3-(1,1-dimethylprop-2-yn-1-yl)benzamide). Yield: 56.3%. As a reaction SMILES: [CH3:1][C:2]([C:6]1[CH:7]=[C:8]([CH:12]=[CH:13][CH:14]=1)[C:9]([OH:11])=O)([CH3:5])[C:3]#[CH:4].C(Cl)(=O)C(Cl)=O.CN(C)C=O.[NH2:26][C:27]1[C:28]([F:52])=[CH:29][C:30]([Cl:51])=[C:31]([CH:50]=1)[O:32][C:33]1[CH:47]=[CH:46][C:36]2[N:37]=[C:38]([NH:40][C:41]([CH:43]3[CH2:45][CH2:44]3)=[O:42])[S:39][C:35]=2[C:34]=1[C:48]#[N:49]>O1CCCC1.C(OCC)(=O)C>[Cl:51][C:30]1[C:31]([O:32][C:33]2[CH:47]=[CH:46][C:36]3[N:37]=[C:38]([NH:40][C:41]([CH:43]4[CH2:45][CH2:44]4)=[O:42])[S:39][C:35]=3[C:34]=2[C:48]#[N:49])=[CH:50][C:27]([NH:26][C:9](=[O:11])[C:8]2[CH:12]=[CH:13][CH:14]=[C:6]([C:2]([CH3:1])([CH3:5])[C:3]#[CH:4])[CH:7]=2)=[C:28]([F:52])[CH:29]=1. Procedure details: To a solution of 3-(1,1-dimethylprop-2-yn-1-yl)benzoic acid (62 mg, 0.330 mmol) in tetrahydrofuran (1 mL) were added oxalyl chloride (35 μL, 0.408 mmol) and N,N-dimethylformamide (5 μL), and the mixture was stirred at room temperature for 1 hr. The reaction mixture was concentrated under reduced pressure, and the residue was dissolved in N,N-dimethylacetamide (1 mL). N-[6-(5-Amino-2-chloro-4-fluorophenoxy)-7-cyano-1,3-benzothiazol-2-yl]cyclopropanecarboxamide (90 mg, 0.223 mmol) produced in Exam... The reactants are COCc1nccc(O)n1, O=P(Cl)(Cl)Cl. Product: COCc1nccc(Cl)n1. As a reaction SMILES: [OH:1][c:2]1[n:3][c:4]([CH2:8][O:9][CH3:10])[n:5][cH:6][cH:7]1.[P:11]([Cl:12])([Cl:13])([Cl:14])=[O:15]>>[c:2]1([Cl:13])[n:3][c:4]([CH2:8][O:9][CH3:10])[n:5][cH:6][cH:7]1. Starting materials: O=C(CCC(=O)OC)\C=C\C1=CC=CC=C1 (Methyl (E)-4-oxo-6-phenyl-5-hexenoate), C[Si](Cl)(C)C (trimethylchlorosilane), N12CCCN=CC2CCCC1 (1,5-diaza-5-bicyclo-[5,4,0]-undecene). Solvent: C(C)OCC (diethyl ether), C(C)OCC (diethyl ether). Reaction conditions: temperature 0 celsius, time 1 hour. The product is C1(=CC=CC=C1)C=CC(=CCC(=O)OC)O[Si](C)(C)C (Methyl 6-phenyl-4-[(trimethylsilyl)-oxy]-hexa-3,5-dienoate). RXN SMILES: [O:1]=[C:2](/[CH:9]=[CH:10]/[C:11]1[CH:16]=[CH:15][CH:14]=[CH:13][CH:12]=1)[CH2:3][CH2:4][C:5]([O:7][CH3:8])=[O:6].[CH3:17][Si:18]([CH3:21])([CH3:20])Cl.N12CCCCC1C=NCCC2>C(OCC)C>[C:11]1([CH:10]=[CH:9][C:2]([O:1][Si:18]([CH3:21])([CH3:20])[CH3:17])=[CH:3][CH2:4][C:5]([O:7][CH3:8])=[O:6])[CH:12]=[CH:13][CH:14]=[CH:15][CH:16]=1. Procedure details: 3 g of the product of Step B, 45 ml of diethyl ether and 2.2 ml of trimethylchlorosilane were mixed together and after the mixture was cooled to 0° C., then 2.5 ml of 1,5-diaza-5-bicyclo-[5,4,0]-undecene (DBU) and 20 ml of diethyl ether were added. The mixture was stirred while allowing the temperature to rise to 20° to 21° C. for one hour. After filtration, the ether was evaporated off to obtain 4.2 g of the desired product which was used as is in the following step. Starting materials: C(C)NCC1=C(C=CC(=C1)C(F)(F)F)C1=CC(=CC=C1OC)C(C(=O)O)(F)F ((2′-ethylaminomethyl-6-methoxy-4′-trifluoromethyl-biphenyl-3-yl)-difluoro-acetic acid), C(C)(=O)Cl (acetyl chloride). Product: C(C)(=O)CCNCC1=C(C=CC(=C1)C(F)(F)F)C1=CC(=CC=C1OC)C(C(=O)O)(F)F ({2′-[(Acetylethyl-amino)-methyl]-6-methoxy-4′-trifluoromethyl-biphenyl-3-yl}-difluoro-acetic acid). As a reaction SMILES: [CH2:1]([NH:3][CH2:4][C:5]1[CH:10]=[C:9]([C:11]([F:14])([F:13])[F:12])[CH:8]=[CH:7][C:6]=1[C:15]1[C:20]([O:21][CH3:22])=[CH:19][CH:18]=[C:17]([C:23]([F:28])([F:27])[C:24]([OH:26])=[O:25])[CH:16]=1)[CH3:2].[C:29](Cl)(=[O:31])[CH3:30]>>[C:29]([CH2:2][CH2:1][NH:3][CH2:4][C:5]1[CH:10]=[C:9]([C:11]([F:13])([F:14])[F:12])[CH:8]=[CH:7][C:6]=1[C:15]1[C:20]([O:21][CH3:22])=[CH:19][CH:18]=[C:17]([C:23]([F:27])([F:28])[C:24]([OH:26])=[O:25])[CH:16]=1)(=[O:31])[CH3:30]. Procedure details: Prepared according to the procedure described in Example 1, Step 6, using the following starting materials: (2′-ethylaminomethyl-6-methoxy-4′-trifluoromethyl-biphenyl-3-yl)-difluoro-acetic acid and acetyl chloride. Starting materials: CCO, CC(O)Cn1nc2c3c(ccc([N+](=O)[O-])c31)CCC2. Product: CC(O)Cn1nc2c3c(ccc(N)c31)CCC2. Reaction SMILES: [CH3:20][CH2:21][OH:22].[N+:1]([O-:2])(=[O:3])[c:4]1[cH:5][cH:6][c:7]2[c:8]3[c:9]([n:10][n:11]([CH2:13][CH:14]([CH3:15])[OH:16])[c:12]13)[CH2:17][CH2:18][CH2:19]2>>[NH2:1][c:4]1[cH:5][cH:6][c:7]2[c:8]3[c:9]([n:10][n:11]([CH2:13][CH:14]([CH3:15])[OH:16])[c:12]13)[CH2:17][CH2:18][CH2:19]2. The reactants are COC1=CC=C(C=C1)CCNC1=NC=CC=C1 (N-[2-(4-methoxyphenyl)ethyl]pyridin-2-amine), C(=O)([O-])[O-].[K+].[K+] (K2CO3), FC(C1=C(CBr)C=CC(=C1)C(F)(F)F)(F)F (2,4-bis-trifluoromethyl-benzyl bromide). Run in O1CCOCC1 (dioxane). The product is FC(C1=C(CN(C2=NC=CC=C2)CCC2=CC=C(C=C2)OC)C=CC(=C1)C(F)(F)F)(F)F (N-[2,4-bis(trifluoromethyl)benzyl]-N-[2-(4-methoxyphenyl)ethyl]pyridin-2-amine). The yield is 43.3%. Reaction SMILES: [CH3:1][O:2][C:3]1[CH:8]=[CH:7][C:6]([CH2:9][CH2:10][NH:11][C:12]2[CH:17]=[CH:16][CH:15]=[CH:14][N:13]=2)=[CH:5][CH:4]=1.C([O-])([O-])=O.[K+].[K+].[F:24][C:25]([F:39])([F:38])[C:26]1[CH:33]=[C:32]([C:34]([F:37])([F:36])[F:35])[CH:31]=[CH:30][C:27]=1[CH2:28]Br>O1CCOCC1>[F:24][C:25]([F:38])([F:39])[C:26]1[CH:33]=[C:32]([C:34]([F:37])([F:35])[F:36])[CH:31]=[CH:30][C:27]=1[CH2:28][N:11]([CH2:10][CH2:9][C:6]1[CH:5]=[CH:4][C:3]([O:2][CH3:1])=[CH:8][CH:7]=1)[C:12]1[CH:17]=[CH:16][CH:15]=[CH:14][N:13]=1 |f:1.2.3|. Procedure details: A solution of N-[2-(4-methoxyphenyl)ethyl]pyridin-2-amine (150 mg; 0.66 mmol) in 3 ml of dioxane, under nitrogen, was treated with K2CO3 (113 mg; 0.82 mmol) and 2,4-bis-trifluoromethyl-benzyl bromide (0.13 ml; 0.69 mmol) and heated in a pressure tube at 190–220C for 16 hours. Upon cooling, the reaction mixture was partitioned between ethyl acetate and saturated sodium bicarbonate. The organic phase was washed with saturated brine, dried over sodium sulfate and concentrated. Purification by radia...